Dataset: the Open Reaction Database (ORD), a public repository of structured organic reaction records. Task: describe an organic reaction: reactants, conditions, products, and yield Yield: 91.1%. The product is C(C#CC)OC1=C(C(=NC=N1)N1C(CCC(CC1)C)C)F (1-(6-(2-butynyloxy)-5-fluoropyrimidin-4-yl)-2,5-dimethyl-hexahydro-1H-azepine). RXN SMILES: [H-].[Na+].[CH2:3]([OH:7])[C:4]#[C:5][CH3:6].Cl[C:9]1[N:14]=[CH:13][N:12]=[C:11]([N:15]2[CH2:21][CH2:20][CH:19]([CH3:22])[CH2:18][CH2:17][CH:16]2[CH3:23])[C:10]=1[F:24].[Cl-].[NH4+]>O1CCCC1>[CH2:3]([O:7][C:9]1[N:14]=[CH:13][N:12]=[C:11]([N:15]2[CH2:21][CH2:20][CH:19]([CH3:22])[CH2:18][CH2:17][CH:16]2[CH3:23])[C:10]=1[F:24])[C:4]#[C:5][CH3:6] |f:0.1,4.5|. Run in O1CCCC1 (tetrahydrofuran), O1CCCC1 (tetrahydrofuran), O1CCCC1 (tetrahydrofuran). Reactants: [H-].[Na+] (sodium hydride), [Cl-].[NH4+] (ammonium chloride), ClC1=C(C(=NC=N1)N1C(CCC(CC1)C)C)F (1-(6-chloro-5-fluoropyrimidin-4-yl)-2,5-dimethyl-hexahydro-1H-azepine), C(C#CC)O (2-butyn-1-ol). Procedure details: 0.07 g of sodium hydride (60% oil suspension) was suspended in 3 ml of tetrahydrofuran. The 0.5 ml of tetrahydrofuran solution of 0.12 g of 2-butyn-1-ol was added dropwise at room temperature therein, and the mixture was stirred for 10 minutes. Into the mixture was added dropwise 0.5 ml of tetrahydrofuran solution of 0.34 g of 1-(6-chloro-5-fluoropyrimidin-4-yl)-2,5-dimethyl-hexahydro-1H-azepine at room temperature, and stirred for 8 hours at 60° C. After the reaction mixture was cooled to near ... Conditions: time 10 minute. Reactants: C(OC1=CC=CC=C1)(OC1=CC=CC=C1)=O (diphenyl carbonate). The reagents and catalysts are Cl (hydrochloride), [Cl-].C1(=CC=CC=C1)[P+](C1=CC=CC=C1)(C1=CC=CC=C1)C1=CC=CC=C1 (tetraphenyl phosphonium chloride). Run in O (water). Yields the product C(C(=O)OC1=CC=CC=C1)(=O)OC1=CC=CC=C1 (diphenyl oxalate). RXN SMILES: [C:1](=[O:16])([O:9][C:10]1[CH:15]=[CH:14][CH:13]=[CH:12][CH:11]=1)OC1C=CC=CC=1>Cl.[Cl-].C1([P+](C2C=CC=CC=2)(C2C=CC=CC=2)C2C=CC=CC=2)C=CC=CC=1.O>[C:1]([O:9][C:10]1[CH:11]=[CH:12][CH:13]=[CH:14][CH:15]=1)(=[O:16])[C:1]([O:9][C:10]1[CH:11]=[CH:12][CH:13]=[CH:14][CH:15]=1)=[O:16] |f:2.3|. Reported procedure: 400 parts of distilled water were added to 200 parts of diphenyl carbonate, obtained through the decarbonylation reaction of diphenyl oxalate using a hydrochloride of tetraphenyl phosphonium chloride as a catalyst, and the mixture was heated to 90° C. and stirred for 1 hour. This washing step was repeated twice to obtain diphenyl carbonate containing 4.9 ppm of hydrolyzable chlorine. An ester interchange reaction between this diphenyl carbonate and bisphenol A was carried out in the same manner ... The reactants are O=C([O-])[O-], CCc1nc2ccccc2[nH]1, Cn1c(CCN2C3CCC2COC3)nc2c(N3CCOCC3)nc(Cl)nc21, [Cs+], [Cs+], C1COCCO1, O=C(C=Cc1ccccc1)C=Cc1ccccc1, O=C(C=Cc1ccccc1)C=Cc1ccccc1, O=C(C=Cc1ccccc1)C=Cc1ccccc1, [Pd], [Pd]. Yields the product CCc1nc2ccccc2n1-c1nc(N2CCOCC2)c2nc(CCN3C4CCC3COC4)n(C)c2n1. RXN SMILES: [C:39](=[O:40])([O-:41])[O-:42].[CH2:28]([CH3:29])[c:30]1[nH:31][c:32]2[c:33]([n:34]1)[cH:35][cH:36][cH:37][cH:38]2.[Cl:1][c:2]1[n:3][c:4]([N:22]2[CH2:23][CH2:24][O:25][CH2:26][CH2:27]2)[c:5]2[n:6][c:7]([CH2:12][CH2:13][N:14]3[CH:15]4[CH2:16][O:17][CH2:18][CH:19]3[CH2:20][CH2:21]4)[n:8]([CH3:11])[c:9]2[n:10]1.[Cs+:43].[Cs+:44].[O:45]1[CH2:46][CH2:47][O:48][CH2:49][CH2:50]1.[O:53]=[C:54]([CH:55]=[CH:56][c:57]1[cH:58][cH:59][cH:60][cH:61][cH:62]1)[CH:63]=[CH:64][c:65]1[cH:66][cH:67][cH:68][cH:69][cH:70]1.[O:71]=[C:72]([CH:73]=[CH:74][c:75]1[cH:76][cH:77][cH:78][cH:79][cH:80]1)[CH:81]=[CH:82][c:83]1[cH:84][cH:85][cH:86][cH:87][cH:88]1.[O:89]=[C:90]([CH:91]=[CH:92][c:93]1[cH:94][cH:95][cH:96][cH:97][cH:98]1)[CH:99]=[CH:100][c:101]1[cH:102][cH:103][cH:104][cH:105][cH:106]1.[Pd:51].[Pd:52]>>[c:2]1(-[n:31]2[c:30]([CH2:28][CH3:29])[n:34][c:33]3[c:32]2[cH:38][cH:37][cH:36][cH:35]3)[n:3][c:4]([N:22]2[CH2:23][CH2:24][O:25][CH2:26][CH2:27]2)[c:5]2[n:6][c:7]([CH2:12][CH2:13][N:14]3[CH:15]4[CH2:16][O:17][CH2:18][CH:19]3[CH2:20][CH2:21]4)[n:8]([CH3:11])[c:9]2[n:10]1. Starting materials: NC1=NN=C(S1)C1=C(C=C(C=C1)N1C(O[C@H](C1)CNC(C)=O)=O)F ((S)-N-[[3-[4-(5-Amino-1,3,4-thiadiazol-2-yl)-3-fluorophenyl]-2-oxo-5-oxazolidinyl]methyl]acetamide), N1(N=NC2=C1C=CC=C2)C=O (1H-benzotriazole-1-carboxaldehyde). Solvent: C1CCOC1 (THF). Yields the product FC=1C=C(C=CC1C=1SC(=NN1)NC=O)N1C(O[C@H](C1)CNC(C)=O)=O ((S)-N-[[3-[3-Fluoro-4-[5-(formylamino)-1,3,4-thiadiazol-2-yl]phenyl]-2-oxo-5-oxazolidinyl]methyl]acetamide). The yield is 78.0%. As a reaction SMILES: [NH2:1][C:2]1[S:6][C:5]([C:7]2[CH:12]=[CH:11][C:10]([N:13]3[CH2:17][C@H:16]([CH2:18][NH:19][C:20](=[O:22])[CH3:21])[O:15][C:14]3=[O:23])=[CH:9][C:8]=2[F:24])=[N:4][N:3]=1.N1([CH:34]=[O:35])C2C=CC=CC=2N=N1>C1COCC1>[F:24][C:8]1[CH:9]=[C:10]([N:13]2[CH2:17][C@H:16]([CH2:18][NH:19][C:20](=[O:22])[CH3:21])[O:15][C:14]2=[O:23])[CH:11]=[CH:12][C:7]=1[C:5]1[S:6][C:2]([NH:1][CH:34]=[O:35])=[N:3][N:4]=1. Procedure: To a stirred suspension of the compound of Example 30 (184 mg) in dry THF (5 mL) is added 1H-benzotriazole-1-carboxaldehyde (168 mg). The reaction mixture is heated at reflux for 48 hours, cooled and concentrated. The residue is dissolved in EtOH/CH3CN, absorbed onto silica gel and purified by flash chromatography using 7% MeOH in CH2Cl2 as the eluent to yield 155 mg of the title compound as a white solid. Starting materials: [Br-], CC[Mg+], CCC1CCCCN1CCCOc1ccc(C(=O)c2ccccc2OC)cc1, [Cl-], [NH4+]. Product: CCC1CCCCN1CCCOc1ccc(C(O)(CC)c2ccccc2OC)cc1. As a reaction SMILES: [Br-:1].[CH2:2]([CH3:3])[Mg+:4].[CH3:5][O:6][c:7]1[c:8]([C:9](=[O:10])[c:11]2[cH:12][cH:13][c:14]([O:17][CH2:18][CH2:19][CH2:20][N:21]3[CH:22]([CH2:27][CH3:28])[CH2:23][CH2:24][CH2:25][CH2:26]3)[cH:15][cH:16]2)[cH:29][cH:30][cH:31][cH:32]1.[Cl-:33].[NH4+:34]>>[CH2:2]([CH3:3])[C:9]([c:8]1[c:7]([O:6][CH3:5])[cH:32][cH:31][cH:30][cH:29]1)([OH:10])[c:11]1[cH:12][cH:13][c:14]([O:17][CH2:18][CH2:19][CH2:20][N:21]2[CH:22]([CH2:27][CH3:28])[CH2:23][CH2:24][CH2:25][CH2:26]2)[cH:15][cH:16]1. Reported procedure: Sodium carbonate (saturated) (1 ml), Pd(PPh3)4 (53.5 mg, 0.046 mmol), (S)-2-amino-5′-fluoro-2′-(2-fluoropyridin-3-yl)-5H-spiro[oxazole-4,9′-xanthene]-7′-yl trifluoromethanesulfonate (475 mg, 0.925 mmol; prepared from the alcohol by steps analogous to those described in Method BB40 and Example 2), and 2-(5,6-dihydro-2H-pyran-3-yl)-4,4,5,5-tetramethyl-1,3,2-dioxaborolane (389 mg, 1.850 mmol) were combined in DMF (5 ml). The solution was heated at 85° C. for three hours before being cooled to rt. T... Run at temperature 85 celsius. Solvent: CN(C)C=O (DMF). Yields the product O1CC(=CCC1)C1=CC=2[C@]3(C4=CC(=CC=C4OC2C(=C1)F)C=1C(=NC=CC1)F)N=C(OC3)N ((S)-2′-(5,6-dihydro-2H-pyran-3-yl)-4′-fluoro-7′-(2-fluoropyridin-3-yl)-5H-spiro[oxazole-4,9′-xanthen]-2-amine). Reactants: C([O-])([O-])=O.[Na+].[Na+] (Sodium carbonate), O1CC(=CCC1)B1OC(C(O1)(C)C)(C)C (2-(5,6-dihydro-2H-pyran-3-yl)-4,4,5,5-tetramethyl-1,3,2-dioxaborolane), FC(S(=O)(=O)OC1=CC(=C2OC=3C=CC(=CC3[C@@]3(C2=C1)N=C(OC3)N)C=3C(=NC=CC3)F)F)(F)F ((S)-2-amino-5′-fluoro-2′-(2-fluoropyridin-3-yl)-5H-spiro[oxazole-4,9′-xanthene]-7′-yl trifluoromethanesulfonate), alcohol. Reaction SMILES: C(=O)([O-])[O-].[Na+].[Na+].FC(F)(F)S(O[C:13]1[CH:26]=[C:25]2[C:16]([O:17][C:18]3[CH:19]=[CH:20][C:21]([C:32]4[C:33]([F:38])=[N:34][CH:35]=[CH:36][CH:37]=4)=[CH:22][C:23]=3[C@:24]32[CH2:30][O:29][C:28]([NH2:31])=[N:27]3)=[C:15]([F:39])[CH:14]=1)(=O)=O.[O:42]1[CH2:47][CH2:46][CH:45]=[C:44](B2OC(C)(C)C(C)(C)O2)[CH2:43]1>CN(C=O)C.C1C=CC([P]([Pd]([P](C2C=CC=CC=2)(C2C=CC=CC=2)C2C=CC=CC=2)([P](C2C=CC=CC=2)(C2C=CC=CC=2)C2C=CC=CC=2)[P](C2C=CC=CC=2)(C2C=CC=CC=2)C2C=CC=CC=2)(C2C=CC=CC=2)C2C=CC=CC=2)=CC=1>[O:42]1[CH2:47][CH2:46][CH:45]=[C:44]([C:13]2[CH:14]=[C:15]([F:39])[C:16]3[O:17][C:18]4[C:23](=[CH:22][C:21]([C:32]5[C:33]([F:38])=[N:34][CH:35]=[CH:36][CH:37]=5)=[CH:20][CH:19]=4)[C@@:24]4([CH2:30][O:29][C:28]([NH2:31])=[N:27]4)[C:25]=3[CH:26]=2)[CH2:43]1 |f:0.1.2,^1:65,67,86,105|. The reagents and catalysts are C=1C=CC(=CC1)[P](C=2C=CC=CC2)(C=3C=CC=CC3)[Pd]([P](C=4C=CC=CC4)(C=5C=CC=CC5)C=6C=CC=CC6)([P](C=7C=CC=CC7)(C=8C=CC=CC8)C=9C=CC=CC9)[P](C=1C=CC=CC1)(C=1C=CC=CC1)C=1C=CC=CC1 (Pd(PPh3)4). As a reaction SMILES: Cl.Cl.[CH2:3]([O:10][C:11](=[O:30])[NH:12][C:13]1([C:16](=[O:29])[NH:17][C:18]2([C:21]3[CH:26]=[C:25]([CH2:27][NH2:28])[CH:24]=[CH:23][N:22]=3)[CH2:20][CH2:19]2)[CH2:15][CH2:14]1)[C:4]1[CH:9]=[CH:8][CH:7]=[CH:6][CH:5]=1.Br[CH2:32][CH2:33][CH2:34][CH2:35]Br.C([O-])([O-])=O.[Na+].[Na+]>CC(N(C)C)=O.CC#N.O>[CH2:3]([O:10][C:11](=[O:30])[NH:12][C:13]1([C:16](=[O:29])[NH:17][C:18]2([C:21]3[CH:26]=[C:25]([CH2:27][N:28]4[CH2:35][CH2:34][CH2:33][CH2:32]4)[CH:24]=[CH:23][N:22]=3)[CH2:19][CH2:20]2)[CH2:14][CH2:15]1)[C:4]1[CH:9]=[CH:8][CH:7]=[CH:6][CH:5]=1 |f:0.1.2,4.5.6|. Reactants: BrCCCCBr (1,4-Dibromobutane), Cl.Cl.C(C1=CC=CC=C1)OC(NC1(CC1)C(NC1(CC1)C1=NC=CC(=C1)CN)=O)=O ({1-[1-(4-Aminomethyl-pyridin-2-yl)-cyclopropylcarbamoyl]-cyclopropyl}-carbamic acid benzyl ester dihydrochloride), C(=O)([O-])[O-].[Na+].[Na+] (Na2CO3). Yield: 35.0%. Procedure details: {1-[1-(4-Aminomethyl-pyridin-2-yl)-cyclopropylcarbamoyl]-cyclopropyl}-carbamic acid benzyl ester dihydrochloride (200 mg, 0.441 mmol) was dissolved in dry DMA (5 mL). 1,4-Dibromobutane (0.264 mL, 2.206 mmol) was added followed by Na2CO3 (0.234 g, 2.206 mmol). The reaction mixture was heated at 80° C. in a microwave reactor for 20 min. The reaction mixture was diluted with MeCN (4 mL) and water (1 mL) and filtered. The resultant crude product was purified by mass triggered LCMS using 5-35% MeCN/w... The product is C(C1=CC=CC=C1)OC(NC1(CC1)C(NC1(CC1)C1=NC=CC(=C1)CN1CCCC1)=O)=O ({1-[1-(4-Pyrrolidin-1-ylmethyl-pyridin-2-yl)-cyclopropylcarbamoyl]-cyclopropyl}-carbamic acid benzyl ester). The solvent is CC#N (MeCN), O (water), CC(=O)N(C)C (DMA). Conditions: temperature 80 celsius. Starting materials: Cc1ccc(C(C)(C)C)cc1[N+](=O)[O-], CN(C)C=O. The product is Cc1ccc(C(C)(C)C)cc1N. As a reaction SMILES: [C:1]([CH3:2])([CH3:3])([CH3:4])[c:5]1[cH:6][c:7]([N+:12]([O-:13])=[O:14])[c:8]([CH3:11])[cH:9][cH:10]1.[O:15]=[CH:16][N:17]([CH3:18])[CH3:19]>>[C:1]([CH3:2])([CH3:3])([CH3:4])[c:5]1[cH:6][c:7]([NH2:12])[c:8]([CH3:11])[cH:9][cH:10]1. The reactants are Cl.C1(CC1)COC1=C(C=C(C=C1)OC)C=1C2=C(N=CN1)C(=C(N2)C)C(=O)N[C@H]2CNCC2 (4-[2-(cyclopropylmethoxy)-5-methoxyphenyl]-6-methyl-N-[(3R)-pyrrolidin-3-yl]-5H-pyrrolo[3,2-d]pyrimidine-7-carboxamide hydrochloride), C(CC)(=O)Cl (propionyl chloride). Product: C1(CC1)COC1=C(C=C(C=C1)OC)C=1C2=C(N=CN1)C(=C(N2)C)C(=O)N[C@H]2CN(CC2)C(CC)=O (4-[2-(Cyclopropylmethoxy)-5-methoxyphenyl]-6-methyl-N-[(3R)-1-propionylpyrrolidin-3-yl]-5H-pyrrolo[3,2-d]pyrimidine-7-carboxamide). As a reaction SMILES: Cl.[CH:2]1([CH2:5][O:6][C:7]2[CH:12]=[CH:11][C:10]([O:13][CH3:14])=[CH:9][C:8]=2[C:15]2[C:16]3[NH:23][C:22]([CH3:24])=[C:21]([C:25]([NH:27][C@@H:28]4[CH2:32][CH2:31][NH:30][CH2:29]4)=[O:26])[C:17]=3[N:18]=[CH:19][N:20]=2)[CH2:4][CH2:3]1.[C:33](Cl)(=[O:36])[CH2:34][CH3:35]>>[CH:2]1([CH2:5][O:6][C:7]2[CH:12]=[CH:11][C:10]([O:13][CH3:14])=[CH:9][C:8]=2[C:15]2[C:16]3[NH:23][C:22]([CH3:24])=[C:21]([C:25]([NH:27][C@@H:28]4[CH2:32][CH2:31][N:30]([C:33](=[O:36])[CH2:34][CH3:35])[CH2:29]4)=[O:26])[C:17]=3[N:18]=[CH:19][N:20]=2)[CH2:4][CH2:3]1 |f:0.1|. Reported procedure: Starting from 4-[2-(cyclopropylmethoxy)-5-methoxyphenyl]-6-methyl-N-[(3R)-pyrrolidin-3-yl]-5H-pyrrolo[3,2-d]pyrimidine-7-carboxamide hydrochloride (example D.f26) and commercially available propionyl chloride the title compound is obtained as colorless solid. Starting materials: C(C)C1CNCC2=CC=C(C=C12)C=CC=1C=C2C=CC(=CC2=CC1)C#N (6-(2-(4-ethyl-1,2,3,4-tetrahydro-6-isoquinolinyl)ethenyl)-2-naphthonitrile), C(C1=CC=CC=C1)=O (benzaldehyde), C(C)(=O)O[BH-](OC(C)=O)OC(C)=O.[Na+] (sodium triacetoxyborohydride), C(C)(=O)O (acetic acid). Run in ClCCl (dichloromethane), ClCCl (dichloromethane). Run at time 24 hour. Product: C(C1=CC=CC=C1)N1CC2=CC=C(C=C2C(C1)CC)C=CC=1C=C2C=CC(=CC2=CC1)C#N (6-(2-(2-benzyl-4-ethyl-1,2,3,4-tetrahydro-6-isoquinolinyl)ethenyl)-2-naphthonitrile). As a reaction SMILES: [CH2:1]([CH:3]1[C:12]2[C:7](=[CH:8][CH:9]=[C:10]([CH:13]=[CH:14][C:15]3[CH:16]=[C:17]4[C:22](=[CH:23][CH:24]=3)[CH:21]=[C:20]([C:25]#[N:26])[CH:19]=[CH:18]4)[CH:11]=2)[CH2:6][NH:5][CH2:4]1)[CH3:2].[CH:27](=O)[C:28]1[CH:33]=[CH:32][CH:31]=[CH:30][CH:29]=1.C(O[BH-](OC(=O)C)OC(=O)C)(=O)C.[Na+].C(O)(=O)C>ClCCl>[CH2:27]([N:5]1[CH2:4][CH:3]([CH2:1][CH3:2])[C:12]2[C:7](=[CH:8][CH:9]=[C:10]([CH:13]=[CH:14][C:15]3[CH:16]=[C:17]4[C:22](=[CH:23][CH:24]=3)[CH:21]=[C:20]([C:25]#[N:26])[CH:19]=[CH:18]4)[CH:11]=2)[CH2:6]1)[C:28]1[CH:33]=[CH:32][CH:31]=[CH:30][CH:29]=1 |f:2.3|. Procedure: A solution of Example 49A (600 mg) in dichloromethane (25 mL) was treated sequentially with benzaldehyde (0.7 mL), sodium triacetoxyborohydride (1.3 g), and acetic acid (319 mg), stirred for 24 hours, diluted with dichloromethane, washed with 1M NaOH and brine, dried (MgSO4), filtered, and concentrated. The concentrate was crystallized from diethyl ether/hexanes to provide the desired product.